Dataset: the Open Reaction Database (ORD), a public repository of structured organic reaction records. Task: describe an organic reaction: reactants, conditions, products, and yield Reactants: C(C)OC(C(CC=1C=C2C=CNC2=CC1)OCC)=O (rac-2-ethoxy-3-(1H-indol-5-yl)-propionic acid ethyl ester), ClCC=1N=C(OC1C)C1=CC(=CC(=C1)F)F (4-chloromethyl-2-(3,5-difluoro-phenyl)-5-methyl-oxazole). The product is FC=1C=C(C=C(C1)F)C=1OC(=C(N1)CN1C=CC2=CC(=CC=C12)CC(C(=O)O)OCC)C (Rac-3-{1-[2-(3,5-Difluoro-phenyl)-5-methyl-oxazol-4-ylmethyl]-1H-indol-5-yl}-2-ethoxy-propionic Acid). The yield is 20.0%. RXN SMILES: C([O:3][C:4](=[O:19])[CH:5]([O:16][CH2:17][CH3:18])[CH2:6][C:7]1[CH:8]=[C:9]2[C:13](=[CH:14][CH:15]=1)[NH:12][CH:11]=[CH:10]2)C.Cl[CH2:21][C:22]1[N:23]=[C:24]([C:28]2[CH:33]=[C:32]([F:34])[CH:31]=[C:30]([F:35])[CH:29]=2)[O:25][C:26]=1[CH3:27]>>[F:34][C:32]1[CH:33]=[C:28]([C:24]2[O:25][C:26]([CH3:27])=[C:22]([CH2:21][N:12]3[C:13]4[C:9](=[CH:8][C:7]([CH2:6][CH:5]([O:16][CH2:17][CH3:18])[C:4]([OH:3])=[O:19])=[CH:15][CH:14]=4)[CH:10]=[CH:11]3)[N:23]=2)[CH:29]=[C:30]([F:35])[CH:31]=1. Reported procedure: Starting from rac-2-ethoxy-3-(1H-indol-5-yl)-propionic acid ethyl ester and 4-chloromethyl-2-(3,5-difluoro-phenyl)-5-methyl-oxazole, the title compound was obtained in 20% yield as a brown oil. MS: (M+H)+ 441.3. Starting materials: BrC=1C(=C(C(=NC1)N)C1=CC(=CC=C1)C(F)(F)F)C (5-bromo-4-methyl-3-(3-trifluoromethyl-phenyl)-pyridin-2-ylamine), C1(=CC=C(C=C1)S(=O)(=O)Cl)C (p-toluenesulfonyl chloride). Run in N1=CC=CC=C1 (pyridine). Reaction conditions: temperature 80 celsius. The product is BrC=1C(=C(C(=NC1)NS(=O)(=O)C1=CC=C(C=C1)C)C1=CC(=CC=C1)C(F)(F)F)C (N-[5-Bromo-4-methyl-3-(3-trifluoromethyl-phenyl)-pyridin-2-yl]-4-methyl-benzenesulfonamide). The yield is 86.1%. Reaction SMILES: [Br:1][C:2]1[C:3]([CH3:19])=[C:4]([C:9]2[CH:14]=[CH:13][CH:12]=[C:11]([C:15]([F:18])([F:17])[F:16])[CH:10]=2)[C:5]([NH2:8])=[N:6][CH:7]=1.[C:20]1([CH3:30])[CH:25]=[CH:24][C:23]([S:26](Cl)(=[O:28])=[O:27])=[CH:22][CH:21]=1>N1C=CC=CC=1>[Br:1][C:2]1[C:3]([CH3:19])=[C:4]([C:9]2[CH:14]=[CH:13][CH:12]=[C:11]([C:15]([F:18])([F:16])[F:17])[CH:10]=2)[C:5]([NH:8][S:26]([C:23]2[CH:24]=[CH:25][C:20]([CH3:30])=[CH:21][CH:22]=2)(=[O:28])=[O:27])=[N:6][CH:7]=1. Reported procedure: To a solution of 5-bromo-4-methyl-3-(3-trifluoromethyl-phenyl)-pyridin-2-ylamine (Int. 1, 1.91 g, 5.77 mmol) in pyridine (25 mL) was added p-toluenesulfonyl chloride (1.75 g, 9.18 mmol) and then the reaction mixture was heated at 80° C. for 23 hrs. The solvent was removed by evaporation in vacuo and then the residue was purified by flash chromatography, eluting with a gradient of 0-30% EtOAc in cyclohexane, to give the title compound as an off-white solid (2.41 g). Starting materials: FC1=CC=C(C=C1)CC1=CN=C2C(=C(C(NC2=C1)=O)C(=O)OCC)O (ethyl 7-[(4-fluorophenyl)methyl]-4-hydroxy-2-oxo-1,2-dihydro-1,5-naphthyridine-3-carboxylate), CC(CN)O (DL-1-amino-2-propanol), 052.H. Product: FC1=CC=C(C=C1)CC1=CN=C2C(=C(C(NC2=C1)=O)C(=O)NCC(C)O)O (7-[(4-fluorophenyl)methyl]-4-hydroxy-N-(2-hydroxypropyl)-2-oxo-1,2-dihydro-1,5-naphthyridine-3-carboxamide). RXN SMILES: [F:1][C:2]1[CH:7]=[CH:6][C:5]([CH2:8][C:9]2[CH:18]=[C:17]3[C:12]([C:13]([OH:25])=[C:14]([C:20](OCC)=[O:21])[C:15](=[O:19])[NH:16]3)=[N:11][CH:10]=2)=[CH:4][CH:3]=1.[CH3:26][CH:27]([OH:30])[CH2:28][NH2:29]>>[F:1][C:2]1[CH:7]=[CH:6][C:5]([CH2:8][C:9]2[CH:18]=[C:17]3[C:12]([C:13]([OH:25])=[C:14]([C:20]([NH:29][CH2:28][CH:27]([OH:30])[CH3:26])=[O:21])[C:15](=[O:19])[NH:16]3)=[N:11][CH:10]=2)=[CH:4][CH:3]=1. Procedure details: This compound was prepared from ethyl 7-[(4-fluorophenyl)methyl]-4-hydroxy-2-oxo-1,2-dihydro-1,5-naphthyridine-3-carboxylate and DL-1-amino-2-propanol employing methods similar to those described in Example 2 and was obtained as a white solid: 1H NMR (d6-DMSO) tautomers are observed δ 11.81 (1H, t, J=5.6 Hz), 10.81 (1H, br s), 10.10 (1H, br s), 8.18 (0.48H, s), 8.14 (052.H, s), 7.36-7.23 (3H, m), 7.14-7.08 (2H, m), 4.74 (1H, t, J=4 Hz), 3.98 (2H, s), 3.75-3.65 (1H, m), 3.29-3.15 (2H, m), 1.07-1.... Reactants: O=C1C(=C\C(\C2=CC=CC=C12)=N/S(=O)(=O)C=1SC=CC1)SCC(=O)OCC ((E)-ethyl 2-(1-oxo-4-(thiophen-2-ylsulfonylimino)-1,4-dihydronaphthalen-2-ylthio)acetate), CC1=CC=C(C=C1)S(=O)(=O)N (4-methylbenzenesulfonamide). Reagents/catalysts: Cl[Ti](Cl)(Cl)Cl (TiCl4). The solvent is C1CCOC1 (THF). Product: O=C1C(=CC(C2=CC=CC=C12)=NS(=O)(=O)C1=CC=C(C)C=C1)SCC(=O)OCC (Ethyl 2-(1-oxo-4-(tosylimino)-1,4-dihydronaphthalen-2-ylthio)acetate), title compound. Yield: 46.9%. RXN SMILES: [O:1]=[C:2]1[C:11]2[C:6](=[CH:7][CH:8]=[CH:9][CH:10]=2)/[C:5](=N/S(C2SC=CC=2)(=O)=O)/[CH:4]=[C:3]1[S:21][CH2:22][C:23]([O:25][CH2:26][CH3:27])=[O:24].[CH3:28][C:29]1[CH:34]=[CH:33][C:32]([S:35]([NH2:38])(=[O:37])=[O:36])=[CH:31][CH:30]=1>C1COCC1.Cl[Ti](Cl)(Cl)Cl>[O:1]=[C:2]1[C:11]2[C:6](=[CH:7][CH:8]=[CH:9][CH:10]=2)[C:5](=[N:38][S:35]([C:32]2[CH:31]=[CH:30][C:29]([CH3:28])=[CH:34][CH:33]=2)(=[O:37])=[O:36])[CH:4]=[C:3]1[S:21][CH2:22][C:23]([O:25][CH2:26][CH3:27])=[O:24]. Procedure details: 5.2.20 Ethyl 2-(1-oxo-4-(tosylimino)-1,4-dihydronaphthalen-2-ylthio)acetate (81) was prepared according to the procedure for 8a except using 4-methylbenzenesulfonamide, TiCl4.2THF and THF as solvent. The title compound 100.7 mg (46.9%) was obtained according to the workup procedure for 12a as a yellow solid, m.p.: ° C. Starting materials: C(C)(C)OC(=O)N=NC(=O)OC(C)C (azodicarboxylic acid diisopropyl ester), OC(C)C1=CC=C(C(=O)OC)C=C1 (methyl 4-(1-hydroxyethyl)benzoate), C1=CC(=CC=C1O)C (p-cresol), C1(=CC=CC=C1)P(C1=CC=CC=C1)C1=CC=CC=C1 (triphenylphosphine). Solvent: O1CCCC1 (tetrahydrofuran). Reaction conditions: temperature 20 celsius. Yields the product C1(=CC=C(C=C1)OC(C)C1=CC=C(C(=O)OC)C=C1)C (methyl 4-(1-(p-tolyloxy)ethyl)benzoate). Isolated yield 37.0%. As a reaction SMILES: [OH:1][CH:2]([C:4]1[CH:13]=[CH:12][C:7]([C:8]([O:10][CH3:11])=[O:9])=[CH:6][CH:5]=1)[CH3:3].[CH:14]1[C:19](O)=[CH:18][CH:17]=[C:16]([CH3:21])[CH:15]=1.C1(P(C2C=CC=CC=2)C2C=CC=CC=2)C=CC=CC=1.C(OC(N=NC(OC(C)C)=O)=O)(C)C>O1CCCC1>[C:16]1([CH3:21])[CH:17]=[CH:18][C:19]([O:1][CH:2]([C:4]2[CH:13]=[CH:12][C:7]([C:8]([O:10][CH3:11])=[O:9])=[CH:6][CH:5]=2)[CH3:3])=[CH:14][CH:15]=1. Procedure details: A mixture of methyl 4-(1-hydroxyethyl)benzoate (180 mg, 1.0 mmol), p-cresol (130 mg, 1.2 mmol), triphenylphosphine (393 mg, 1.5 mmol) and tetrahydrofuran (15 mL) were stirred at 20° C. for half an hour. Then azodicarboxylic acid diisopropyl ester (303 mg, 1.5 mmol) was added. The mixture was stirred at 20° C. for 12 hours. The resultant mixture was washed with water (20 mL×3). The organic phase was separated, dried over sodium sulfate, filtered, and concentrated to give a residue. The residue wa... Starting materials: ClCCl, Nc1ccc(Cl)cc1, Cc1ccc(S(=O)(=O)N=C=O)cc1. Product: Cc1ccc(S(=O)(=O)NC(=O)Nc2ccc(Cl)cc2)cc1. Reaction SMILES: [CH2:22]([Cl:23])[Cl:24].[NH2:1][c:2]1[cH:3][cH:4][c:5]([Cl:6])[cH:7][cH:8]1.[c:9]1([CH3:21])[cH:10][cH:11][c:12]([S:15](=[O:16])(=[O:17])[N:18]=[C:19]=[O:20])[cH:13][cH:14]1>>[NH:1]([c:2]1[cH:3][cH:4][c:5]([Cl:6])[cH:7][cH:8]1)[C:19]([NH:18][S:15]([c:12]1[cH:11][cH:10][c:9]([CH3:21])[cH:14][cH:13]1)(=[O:16])=[O:17])=[O:20]. Starting materials: NC1=NC(=NC2=C(C(=C(C=C12)OC)OC)OC)Cl (4-amino-2-chloro-6,7,8-trimethoxyquinazoline), COC1=CC=C2CCNCC2=C1OC (7,8-dimethoxy-1,2,3,4-tetrahydroisoquinoline). Product: NC1=NC(=NC2=C(C(=C(C=C12)OC)OC)OC)N1CC2=C(C(=CC=C2CC1)OC)OC (4-Amino-2-(7,8-dimethoxy-1,2,3,4-tetrahydroisoquinolin-2-yl)-6,7,8-trimethoxyquinazoline). As a reaction SMILES: [NH2:1][C:2]1[C:11]2[C:6](=[C:7]([O:16][CH3:17])[C:8]([O:14][CH3:15])=[C:9]([O:12][CH3:13])[CH:10]=2)[N:5]=[C:4](Cl)[N:3]=1.[CH3:19][O:20][C:21]1[C:30]([O:31][CH3:32])=[C:29]2[C:24]([CH2:25][CH2:26][NH:27][CH2:28]2)=[CH:23][CH:22]=1>>[NH2:1][C:2]1[C:11]2[C:6](=[C:7]([O:16][CH3:17])[C:8]([O:14][CH3:15])=[C:9]([O:12][CH3:13])[CH:10]=2)[N:5]=[C:4]([N:27]2[CH2:26][CH2:25][C:24]3[C:29](=[C:30]([O:31][CH3:32])[C:21]([O:20][CH3:19])=[CH:22][CH:23]=3)[CH2:28]2)[N:3]=1. Reported procedure: The procedure described in Example 1 was followed to prepare the above compound, starting from 4-amino-2-chloro-6,7,8-trimethoxyquinazoline and using 7,8-dimethoxy-1,2,3,4-tetrahydroisoquinoline as the reagent of choice on the same molar basis as before. In this particular instance, the final product was isolated as the free base compound, m.p. 190° C. Starting materials: C(C)(C)(C)OC(NCC1=CC=C(C=C1)CN(CCCCN(CCC)CCC)CC#N)=O ((4-[[cyanomethyl-(4-dipropylamino-butyl)-amino]-methyl]-benzyl)-carbamic acid t-butyl ester), CO (methanol), Cl.O1CCOCC1 (hydrogen chloride dioxane). Conditions: time 8 hour. The product is COC(CN(CCCCN(CCC)CCC)CC1=CC=C(C=C1)CN)=O ([(4-aminomethyl-benzyl)-(4-dipropylamino-butyl)-amino]-acetic acid methyl ester). As a reaction SMILES: C(OC(=O)[NH:7][CH2:8][C:9]1[CH:14]=[CH:13][C:12]([CH2:15][N:16]([CH2:28][C:29]#N)[CH2:17][CH2:18][CH2:19][CH2:20][N:21]([CH2:25][CH2:26][CH3:27])[CH2:22][CH2:23][CH3:24])=[CH:11][CH:10]=1)(C)(C)C.Cl.[O:33]1CCOC[CH2:34]1.C[OH:40]>>[CH3:34][O:33][C:29](=[O:40])[CH2:28][N:16]([CH2:15][C:12]1[CH:11]=[CH:10][C:9]([CH2:8][NH2:7])=[CH:14][CH:13]=1)[CH2:17][CH2:18][CH2:19][CH2:20][N:21]([CH2:22][CH2:23][CH3:24])[CH2:25][CH2:26][CH3:27] |f:1.2|. Procedure: The compound (265 mg) obtained in Example 63-1 was dissolved in anhydrous methanol (2.5 ml) and added with a 4 mol/l hydrogen chloride/dioxane solution (5.00 ml) and the whole was stirred overnight at room temperature. After completion of the reaction, the solvent was distilled off. The resultant was added with a saturated aqueous sodium hydrogen carbonate solution. The whole was subjected to extraction with chloroform and washed with a saturated saline solution. The organic layer was dried with...